This data is from the Open Reaction Database (ORD), a public repository of structured organic reaction records. The task is: describe an organic reaction: reactants, conditions, products, and yield Reactants: CC(C)(C)CCN, CC(C)(C)OC(=O)N1CCC(c2ncc(C=O)s2)CC1. The product is CC(C)(C)CCN=Cc1cnc(C2CCN(C(=O)OC(C)(C)C)CC2)s1. RXN SMILES: [CH3:21][C:22]([CH2:23][CH2:24][NH2:25])([CH3:26])[CH3:27].[CH:1](=[O:2])[c:3]1[cH:4][n:5][c:6]([CH:8]2[CH2:9][CH2:10][N:11]([C:14](=[O:15])[O:16][C:17]([CH3:18])([CH3:19])[CH3:20])[CH2:12][CH2:13]2)[s:7]1>>[CH:1]([c:3]1[cH:4][n:5][c:6]([CH:8]2[CH2:9][CH2:10][N:11]([C:14](=[O:15])[O:16][C:17]([CH3:18])([CH3:19])[CH3:20])[CH2:12][CH2:13]2)[s:7]1)=[N:25][CH2:24][CH2:23][C:22]([CH3:21])([CH3:26])[CH3:27].